From a dataset of the Open Reaction Database (ORD), a public repository of structured organic reaction records. describe an organic reaction: reactants, conditions, products, and yield Reactants: CCCOc1ccccc1-c1nc2nc(SC)ncc2c(=O)[nH]1, CN(C)CCN, CCO. Yields the product CCCOc1ccccc1-c1nc2nc(NCCN(C)C)ncc2c(=O)[nH]1. RXN SMILES: [CH3:1][S:2][c:3]1[n:4][cH:5][c:6]2[c:7]([n:8]1)[n:9][c:10](-[c:14]1[c:15]([O:20][CH2:21][CH2:22][CH3:23])[cH:16][cH:17][cH:18][cH:19]1)[nH:11][c:12]2=[O:13].[CH3:24][N:25]([CH2:26][CH2:27][NH2:28])[CH3:29].[CH3:30][CH2:31][OH:32]>>[c:3]1([NH:28][CH2:27][CH2:26][N:25]([CH3:24])[CH3:29])[n:4][cH:5][c:6]2[c:7]([n:8]1)[n:9][c:10](-[c:14]1[c:15]([O:20][CH2:21][CH2:22][CH3:23])[cH:16][cH:17][cH:18][cH:19]1)[nH:11][c:12]2=[O:13]. Product: C1(=CC=C(C=C1)N1C2CCCCCCC12)C (9-(p-tolyl)-9-azabicyclo[6.1.0]nonane). Reported procedure: p-Tolyl azide (0.192 g, 1.44 mmol) and cis-cyclooctene (4.230 g, 38.4 mmol), and [(Me,EtTCPh)Fe(NCCH3)2](PF6)2 (0.0020 g, 0.0014 mmol) were used in the General S4 Catalytic Reaction described above yielding 0.302 g, 97.1%. 1H NMR (CDCl3, 499.74 MHz): δ 7.02 (d, J=8.5 Hz, 2H), 6.88 (d, J=8.0 Hz, 2H), 2.32 (dd, J1=13.5 Hz, J2=2.5 Hz, 2H), 2.28 (s, 3H), 2.05 (d, J=9.5 Hz, 2H), 1.65 (m, 4H), 1.50 (m, 6H). 13C NMR (CDCl3, 125.66 MHz): δ 153.08, 131.14, 129.41, 120.15, 43.73, 27.36, 27.20, 26.59, 20.7... Reactants: C1(=CC=C(C=C1)N=[N+]=[N-])C (p-Tolyl azide), C/1=C/CCCCCC1 (cis-cyclooctene), [(Me,EtTCPh)Fe(NCCH3)2](PF6)2. As a reaction SMILES: [C:1]1([CH3:10])[CH:6]=[CH:5][C:4]([N:7]=[N+]=[N-])=[CH:3][CH:2]=1.[CH:11]1=[CH:12][CH2:13][CH2:14][CH2:15][CH2:16][CH2:17][CH2:18]1>>[C:1]1([CH3:10])[CH:6]=[CH:5][C:4]([N:7]2[CH:12]3[CH:11]2[CH2:18][CH2:17][CH2:16][CH2:15][CH2:14][CH2:13]3)=[CH:3][CH:2]=1. Starting materials: COc1ccnc2cc[nH]c12, OC(CCCl)c1ccccc1, ClC(Cl)Cl. Product: COc1ccnc2ccn(C(CCCl)c3ccccc3)c12. As a reaction SMILES: [CH3:1][O:2][c:3]1[c:4]2[c:5]([n:6][cH:7][cH:8]1)[cH:9][cH:10][nH:11]2.[Cl:12][CH2:13][CH2:14][CH:15]([OH:16])[c:17]1[cH:18][cH:19][cH:20][cH:21][cH:22]1.[Cl:23][CH:24]([Cl:25])[Cl:26]>>[CH3:1][O:2][c:3]1[c:4]2[c:5]([n:6][cH:7][cH:8]1)[cH:9][cH:10][n:11]2[CH:15]([CH2:14][CH2:13][Cl:12])[c:17]1[cH:18][cH:19][cH:20][cH:21][cH:22]1.